This data is from the Open Reaction Database (ORD), a public repository of structured organic reaction records. The task is: describe an organic reaction: reactants, conditions, products, and yield Reactants: CN1C2CCC1CC(=O)C2 (tropinone), [OH-].[Na+] (NaOH), BrC1=CC(=C(C=C1)Cl)Cl (4-bromo-1,2-dichloro-benzene), solution, [Li]CCCC (n-BuLi). Run in C1CCOC1 (THF), hexanes. Conditions: temperature -78 celsius, time 45 minute. The product is ClC=1C=C(C=CC1Cl)C1(CC2CCC(C1)N2C)O (3-(3,4-Dichloro-phenyl)-8-methyl-8-aza-bicyclo[3.2.1]octan-3-ol). The yield is 28.0%. Reaction SMILES: Br[C:2]1[CH:7]=[CH:6][C:5]([Cl:8])=[C:4]([Cl:9])[CH:3]=1.[Li]CCCC.[CH3:15][N:16]1[CH:20]2[CH2:21][C:22]([CH2:24][CH:17]1[CH2:18][CH2:19]2)=[O:23].[OH-].[Na+]>C1COCC1>[Cl:9][C:4]1[CH:3]=[C:2]([C:22]2([OH:23])[CH2:21][CH:20]3[N:16]([CH3:15])[CH:17]([CH2:18][CH2:19]3)[CH2:24]2)[CH:7]=[CH:6][C:5]=1[Cl:8] |f:3.4|. Reported procedure: To 4.0 mL (7.04 g, 31.18 mmol) 4-bromo-1,2-dichloro-benzene in 100 mL THF at −78° C. is added 12.47 mL of a 2.5 M solution of n-BuLi in hexanes in drops over 5 min. After stirring at −78° C. for 45 min, 4.34 g (31.18 mmol) tropinone is added as a solid. The resulting mixture is warmed to 23° C. and stirred for 18 h. After pouring into 2.5 N NaOH, the reaction mixture is extracted with 2×100 mL EtOAc, the organics are combined and washed with 1×100 mL H2O, 1×100 mL brine, dried over MgSO4, filter... The reactants are C[Si](C)(C)CCOCN1C(=O)CCCc2cccc(CCl)c21, COc1ccccc1COCCCOc1ccc(C2CCN(C(=O)OC(C)(C)C)CC2O)cc1. The product is COc1ccccc1COCCCOc1ccc(C2CCN(C(=O)OC(C)(C)C)CC2OCc2cccc3c2N(COCC[Si](C)(C)C)C(=O)CCC3)cc1. RXN SMILES: [Cl:35][CH2:36][c:37]1[cH:38][cH:39][cH:40][c:41]2[c:42]1[N:43]([CH2:49][O:50][CH2:51][CH2:52][Si:53]([CH3:54])([CH3:55])[CH3:56])[C:44](=[O:48])[CH2:45][CH2:46][CH2:47]2.[OH:1][CH:2]1[CH2:3][N:4]([C:28](=[O:29])[O:30][C:31]([CH3:32])([CH3:33])[CH3:34])[CH2:5][CH2:6][CH:7]1[c:8]1[cH:9][cH:10][c:11]([O:14][CH2:15][CH2:16][CH2:17][O:18][CH2:19][c:20]2[c:21]([O:26][CH3:27])[cH:22][cH:23][cH:24][cH:25]2)[cH:12][cH:13]1>>[O:1]([CH:2]1[CH2:3][N:4]([C:28](=[O:29])[O:30][C:31]([CH3:32])([CH3:33])[CH3:34])[CH2:5][CH2:6][CH:7]1[c:8]1[cH:9][cH:10][c:11]([O:14][CH2:15][CH2:16][CH2:17][O:18][CH2:19][c:20]2[c:21]([O:26][CH3:27])[cH:22][cH:23][cH:24][cH:25]2)[cH:12][cH:13]1)[CH2:36][c:37]1[cH:38][cH:39][cH:40][c:41]2[c:42]1[N:43]([CH2:49][O:50][CH2:51][CH2:52][Si:53]([CH3:54])([CH3:55])[CH3:56])[C:44](=[O:48])[CH2:45][CH2:46][CH2:47]2. Reaction SMILES: [C:1]([N:5]([C:2](=[O:3])[O-:4])[CH2:9][CH:10]=[CH:11][c:12]1[cH:13][n:14]2[c:15]([c:16]3[cH:17][c:18]4[c:19]([cH:20][c:21]13)[cH:22][cH:23][cH:24][cH:25]4)[n:26][nH:27][c:28]2=[O:29])([CH3:6])([CH3:7])[CH3:8].[Cl:37][CH2:38][Cl:39].[F:30][C:31]([C:32](=[O:33])[OH:34])([F:35])[F:36]>>[F:30][C:31]([C:32](=[O:33])[OH:34])([F:35])[F:36].[NH2:5][CH2:9][CH:10]=[CH:11][c:12]1[cH:13][n:14]2[c:15]([c:16]3[cH:17][c:18]4[c:19]([cH:20][c:21]13)[cH:22][cH:23][cH:24][cH:25]4)[n:26][nH:27][c:28]2=[O:29]. Starting materials: CC(C)(C)N(CC=Cc1cn2c(=O)[nH]nc2c2cc3ccccc3cc12)C(=O)[O-], ClCCl, O=C(O)C(F)(F)F. Yields the product O=C(O)C(F)(F)F, NCC=Cc1cn2c(=O)[nH]nc2c2cc3ccccc3cc12. Reactants: CON=CC1=CC(=C(C=C1)C)F (3-fluoro-4-methyl-benzaldehyde O-methyloxime), C(#N)[BH3-].[Na+] (sodium cyanoborohydride), compound 3-B. Product: FC=1C=C(CNOC)C=CC1C (N-(3-Fluoro-4-methyl-benzyl)-O-methyl-hydroxylamine), silica gel. Yield: 57.0%. RXN SMILES: [CH3:1][O:2][N:3]=[CH:4][C:5]1[CH:10]=[CH:9][C:8]([CH3:11])=[C:7]([F:12])[CH:6]=1.C([BH3-])#N.[Na+]>>[F:12][C:7]1[CH:6]=[C:5]([CH:10]=[CH:9][C:8]=1[CH3:11])[CH2:4][NH:3][O:2][CH3:1] |f:1.2|. Procedure: Reduction of 3-fluoro-4-methyl-benzaldehyde O-methyloxime with sodium cyanoborohydride as described in the preparation of compound 3-B gave the title hydroxylamine as a clear oil after chromatography on silica gel (elution hexane-ethyl acetate 8:2) (57% yield). 1HNMR 400 MHz (CDCl3) δ (ppm): 2.25 (3H, broad s, CH3), 3.50 (3H, s, OCH3), 3.99 (2H, broad s, NCH2), 5.71 (1H, broad, NH), 7.01 (2H, m, aromatics), 7.13 (1H, m, aromatic). The hydrochloride salt was obtained as a white solid: mp 140-142°... Reactants: CCOC(=O)CC(CCOc1ccc(Cl)cc1)NC(=O)C1(CC(CCOC)C(=O)O)CCCC1, [Na+], C1COCCO1, [OH-]. Product: COCCC(CC1(C(=O)NC(CCOc2ccc(Cl)cc2)CC(=O)O)CCCC1)C(=O)O. RXN SMILES: [C:1](=[O:2])([OH:3])[CH:4]([CH2:5][C:6]1([C:11](=[O:12])[NH:13][CH:14]([CH2:15][C:16](=[O:17])[O:18][CH2:19][CH3:20])[CH2:21][CH2:22][O:23][c:24]2[cH:25][cH:26][c:27]([Cl:30])[cH:28][cH:29]2)[CH2:7][CH2:8][CH2:9][CH2:10]1)[CH2:31][CH2:32][O:33][CH3:34].[Na+:36].[O:37]1[CH2:38][CH2:39][O:40][CH2:41][CH2:42]1.[OH-:35]>>[C:1](=[O:2])([OH:3])[CH:4]([CH2:5][C:6]1([C:11](=[O:12])[NH:13][CH:14]([CH2:15][C:16](=[O:17])[OH:18])[CH2:21][CH2:22][O:23][c:24]2[cH:25][cH:26][c:27]([Cl:30])[cH:28][cH:29]2)[CH2:7][CH2:8][CH2:9][CH2:10]1)[CH2:31][CH2:32][O:33][CH3:34].